From a dataset of the Open Reaction Database (ORD), a public repository of structured organic reaction records. describe an organic reaction: reactants, conditions, products, and yield Starting materials: OCC1=CC=C(C=C1)C=1N=C(SC1C1=CC=C(C=C1)S(=O)(=O)C)NC(C)=O (N-{4-[4-(hydroxymethyl)phenyl]-5-[4-(methylsulfonyl)phenyl]-1,3-thiazol-2-yl}acetamide). The reagents and catalysts are [O-2].[Mn+4].[O-2] (manganese(IV) oxide). Solvent: CO (methanol), C(Cl)(Cl)Cl (chloroform). Reaction conditions: time 19 hour. Yields the product C(=O)C1=CC=C(C=C1)C=1N=C(SC1C1=CC=C(C=C1)S(=O)(=O)C)NC(C)=O (N-{4-(4-formylphenyl)-5-[4-(methylsulfonyl)phenyl]-1,3-thiazol-2-yl}acetamide). As a reaction SMILES: [OH:1][CH2:2][C:3]1[CH:8]=[CH:7][C:6]([C:9]2[N:10]=[C:11]([NH:24][C:25](=[O:27])[CH3:26])[S:12][C:13]=2[C:14]2[CH:19]=[CH:18][C:17]([S:20]([CH3:23])(=[O:22])=[O:21])=[CH:16][CH:15]=2)=[CH:5][CH:4]=1>CO.C(Cl)(Cl)Cl.[O-2].[Mn+4].[O-2]>[CH:2]([C:3]1[CH:8]=[CH:7][C:6]([C:9]2[N:10]=[C:11]([NH:24][C:25](=[O:27])[CH3:26])[S:12][C:13]=2[C:14]2[CH:19]=[CH:18][C:17]([S:20]([CH3:23])(=[O:22])=[O:21])=[CH:16][CH:15]=2)=[CH:5][CH:4]=1)=[O:1] |f:3.4.5|. Procedure details: To a solution of N-{4-[4-(hydroxymethyl)phenyl]-5-[4-(methylsulfonyl)phenyl]-1,3-thiazol-2-yl}acetamide (867.4 mg) in methanol (0.6 ml) and chloroform (10 ml) was added manganese(IV) oxide (6.65 g) at 20° C. under N2 atmosphere, and the mixture was stirred for 19 hrs. The reaction mixture was filtered through a celite pad. The filtrate was evaporeted to give N-{4-(4-formylphenyl)-5-[4-(methylsulfonyl)phenyl]-1,3-thiazol-2-yl}acetamide as a yellow solid, that was used as crude in the next reactio... Reactants: C1(CCCCC1)C(=O)C1=CC=C(C=C1)Cl (4-(cyclohexylcarbonyl)-chlorobenzene), [N+](=O)(O)[O-] (nitric acid). Conditions: temperature -25 celsius, time 10 minute. The product is C1(CCCCC1)C(=O)C1=CC(=C(C=C1)Cl)[N+](=O)[O-] (4-(cyclohexylcarbonyl)-2-nitro-chlorobenzene). Reaction SMILES: [CH:1]1([C:7]([C:9]2[CH:14]=[CH:13][C:12]([Cl:15])=[CH:11][CH:10]=2)=[O:8])[CH2:6][CH2:5][CH2:4][CH2:3][CH2:2]1.[N+:16]([O-])([OH:18])=[O:17]>>[CH:1]1([C:7]([C:9]2[CH:14]=[CH:13][C:12]([Cl:15])=[C:11]([N+:16]([O-:18])=[O:17])[CH:10]=2)=[O:8])[CH2:2][CH2:3][CH2:4][CH2:5][CH2:6]1. Procedure details: To 50 ml fuming nitric acid are added batchwise at -25° C. 6.4 g (28.8 mmol) of 4-(cyclohexylcarbonyl)-chlorobenzene. The solution is stirred for 10 minutes at -25° C. and then poured onto ice water. The precipitated product is suction filtered, washed with water and dried. The reactants are acetal, C(C)OC(CN(C1=CC=C(C=C1)[N+](=O)[O-])C(C)=O)OCC (N-acetyl-p-nitroanilinoacetaldehyde diethyl acetal), Cl.OC=1C=C(CCN)C=CC1O (3,4-dihydroxyphenethylamine hydrochloride), C(CCC)O (n-butyl alcohol). Solvent: O (water). Product: Cl.[N+](=O)([O-])C1=CC=C(NCC2NCCC3=CC(=C(C=C23)O)O)C=C1 (1-(p-nitroanilinomethyl)-6,7-dihydroxy-1,2,3,4-tetrahydroisoquinoline hydrochloride). Yield: 84.2%. RXN SMILES: C(OC(OCC)C[N:6]([C:16](=O)[CH3:17])[C:7]1[CH:12]=[CH:11][C:10]([N+:13]([O-:15])=[O:14])=[CH:9][CH:8]=1)C.[ClH:22].[OH:23][C:24]1[CH:25]=[C:26]([CH:30]=[CH:31][C:32]=1[OH:33])[CH2:27][CH2:28][NH2:29].C(O)CCC>O>[ClH:22].[N+:13]([C:10]1[CH:9]=[CH:8][C:7]([NH:6][CH2:16][CH:17]2[C:30]3[C:26](=[CH:25][C:24]([OH:23])=[C:32]([OH:33])[CH:31]=3)[CH2:27][CH2:28][NH:29]2)=[CH:12][CH:11]=1)([O-:15])=[O:14] |f:1.2,5.6|. Procedure details: A mixture of N-acetyl-p-nitroanilinoacetaldehyde diethyl acetal (1 g), 3,4-dihydroxyphenethylamine hydrochloride (1 g), n-butyl alcohol (10 ml) and water (1.5 ml) was refluxed for 7 hours. In the course of the reaction, the above-mentioned acetal (2.5 g) was added to the mixture, twice in 0.5 g portions and five times in 0.3 g portions, one every hour. The reaction mixture was filtered and the filtrate was concentrated to dryness. The residue was pulverized by adding ether and the powder was col... Starting materials: pentafluorophenyl ester, CC(C)CCC[C@@H](C)[C@H]1CC[C@H]2[C@@H]3CC=C4C[C@H](CC[C@]4(C)[C@H]3CC[C@]12C)OCCCC(=O)O (4-(Cholest-5-en-3β-yloxy)butanoic acid), NCCOCCOCCOCCOCCC(=O)O (15-amino-4,7,10,13-tetraoxapentadecanoic acid). Conditions: time 16 hour. Yields the product CC(C)CCC[C@@H](C)[C@H]1CC[C@H]2[C@@H]3CC=C4C[C@H](CC[C@]4(C)[C@H]3CC[C@]12C)OCCCC(=O)C(CCOCCOCCOCCOCCN)O ([4-(Cholest-5-en-3β-yloxy)butanoyl]-15-amino-4,7,10,13-tetraoxapentadecanol). The yield is 155.1%. As a reaction SMILES: [CH3:1][CH:2]([CH2:4][CH2:5][CH2:6][C@H:7]([C@@H:9]1[C@:26]2([CH3:27])[C@H:12]([C@H:13]3[C@H:23]([CH2:24][CH2:25]2)[C@:21]2([CH3:22])[C:16]([CH2:17][C@@H:18]([O:28][CH2:29][CH2:30][CH2:31][C:32]([OH:34])=O)[CH2:19][CH2:20]2)=[CH:15][CH2:14]3)[CH2:11][CH2:10]1)[CH3:8])[CH3:3].[NH2:35][CH2:36][CH2:37][O:38][CH2:39][CH2:40][O:41][CH2:42][CH2:43][O:44][CH2:45][CH2:46][O:47][CH2:48][CH2:49][C:50](O)=[O:51]>>[CH3:3][CH:2]([CH2:4][CH2:5][CH2:6][C@H:7]([C@@H:9]1[C@:26]2([CH3:27])[C@H:12]([C@H:13]3[C@H:23]([CH2:24][CH2:25]2)[C@:21]2([CH3:22])[C:16]([CH2:17][C@@H:18]([O:28][CH2:29][CH2:30][CH2:31][C:32]([CH:50]([OH:51])[CH2:49][CH2:48][O:47][CH2:46][CH2:45][O:44][CH2:43][CH2:42][O:41][CH2:40][CH2:39][O:38][CH2:37][CH2:36][NH2:35])=[O:34])[CH2:19][CH2:20]2)=[CH:15][CH2:14]3)[CH2:11][CH2:10]1)[CH3:8])[CH3:1]. Procedure details: The mixture of pentafluorophenyl ester of 4-(Cholest-5-en-3β-yloxy)butanoic acid (121 mg, 0.19 mmol) and 15-amino-4,7,10,13-tetraoxapentadecanoic acid (104 mg, 0.39 mmol) was dried in an apparatus equipped with septum for 4 h at room temperature and 0.1 Pa. The apparatus was flushed with argon (2×) and then dry N,N-dimethylformamide (4 ml) and N-ethyldiisopropylamine (1 ml) were added through the septum and the mixture was stirred at room temperature for 16 h. Flash chromatography of the crude r...